From a dataset of the Open Reaction Database (ORD), a public repository of structured organic reaction records. describe an organic reaction: reactants, conditions, products, and yield Reactants: [K+], C1COCCO1, C1CCOC1, [OH-], O, CS(=O)(=O)c1cnc2c(c1)cc(-c1ccco1)n2S(=O)(=O)c1ccccc1. Yields the product CS(=O)(=O)c1cnc2[nH]c(-c3ccco3)cc2c1. RXN SMILES: [K+:29].[O:31]1[CH2:32][CH2:33][O:34][CH2:35][CH2:36]1.[O:37]1[CH2:38][CH2:39][CH2:40][CH2:41]1.[OH-:28].[OH2:30].[o:1]1[c:2](-[c:6]2[cH:7][c:8]3[c:9]([n:10][cH:11][c:12]([S:14](=[O:15])(=[O:16])[CH3:17])[cH:13]3)[n:18]2[S:19]([c:20]2[cH:21][cH:22][cH:23][cH:24][cH:25]2)(=[O:26])=[O:27])[cH:3][cH:4][cH:5]1>>[o:1]1[c:2](-[c:6]2[cH:7][c:8]3[c:9]([n:10][cH:11][c:12]([S:14](=[O:15])(=[O:16])[CH3:17])[cH:13]3)[nH:18]2)[cH:3][cH:4][cH:5]1. Procedure: To a mixture of 2 g of N-hydroxy-1-(6-methoxypyridin-3-yl)methanimine, 50 ml of acetonitrile, and 50 ml of an aqueous phosphate buffer solution (pH 6.9) was added a mixed liquid of 20 g of potassium peroxymonosulfate (Oxone: 2KHSO5.KHSO4.K2SO4) in 50 ml water and 50 ml of acetone at room temperature, followed by stirring at 45° C. for 4 hours. The insoluble materials were separated by filtration and washed with diethyl ether. The organic layer was washed with a saturated aqueous sodium sulfite s... Yields the product COC1=NC=C(C=C1)C[N+](=O)[O-] (2-methoxy-5-(nitromethyl)pyridine). As a reaction SMILES: [OH:1][N:2]=[CH:3][C:4]1[CH:5]=[N:6][C:7]([O:10][CH3:11])=[CH:8][CH:9]=1.C(#N)C.P([O-])([O-])([O-])=[O:16].S([O-])(O[O-])(=O)=O.[K+].[K+]>O.CC(C)=O>[CH3:11][O:10][C:7]1[CH:8]=[CH:9][C:4]([CH2:3][N+:2]([O-:16])=[O:1])=[CH:5][N:6]=1 |f:3.4.5|. Run at temperature 45 celsius, time 4 hour. Reactants: ON=CC=1C=NC(=CC1)OC (N-hydroxy-1-(6-methoxypyridin-3-yl)methanimine), C(C)#N (acetonitrile), P(=O)([O-])([O-])[O-] (phosphate), S(=O)(=O)(O[O-])[O-].[K+].[K+] (potassium peroxymonosulfate). The solvent is O (water), CC(=O)C (acetone). Starting materials: CN(C=O)C (dimethylformamide), Cl (hydrochloric acid), [Na] (sodium), C(CCC)O (n-butanol), BrC=1C=C(C=O)C=CC1O (3-bromo-4-hydroxybenzaldehyde). The reagents and catalysts are [Cu]Cl (copper(I) chloride). Reaction conditions: time 10 minute. The product is C(CCC)OC=1C=C(C=O)C=CC1O (3-butoxy-4-hydroxybenzaldehyde). Isolated yield 80.0%. RXN SMILES: [Na].CN(C)C=O.Br[C:8]1[CH:9]=[C:10]([CH:13]=[CH:14][C:15]=1[OH:16])[CH:11]=[O:12].Cl.[CH2:18]([OH:22])[CH2:19][CH2:20][CH3:21]>[Cu]Cl>[CH2:18]([O:22][C:8]1[CH:9]=[C:10]([CH:13]=[CH:14][C:15]=1[OH:16])[CH:11]=[O:12])[CH2:19][CH2:20][CH3:21] |^1:0|. Procedure: 2.16 g (93.9 mmol) of sodium are dissolved in 15 ml of n-butanol at 110° C. for 3 hours. 20 ml of dimethylformamide are added at ambient temperature and then the medium is degassed several times. 3.4 g (34.1 mmol) of copper(I) chloride are added at ambient temperature and then the reaction medium is stirred for 10 minutes. 6.2 g (31 mmol) of 3-bromo-4-hydroxybenzaldehyde are added and then the reaction medium is stirred at 120° C. for 2 hours. The reaction mixture is cooled to ambient temperatur... Starting materials: CC(=O)C (Acetone), C(C1=CC=CC=C1)S (benzyl mercaptan), [N+](=O)([O-])C (nitromethane), N1CCCCC1 (piperidine). The solvent is C1=CC=CC=C1 (benzene), O (water). Run at time 48 hour. Yields the product C(C1=CC=CC=C1)SC(C[N+](=O)[O-])(C)C (2-Benzylthio-1-nitro-2-methylpropane). As a reaction SMILES: [CH3:1][C:2]([CH3:4])=O.[CH2:5]([SH:12])[C:6]1[CH:11]=[CH:10][CH:9]=[CH:8][CH:7]=1.[N+:13]([CH3:16])([O-:15])=[O:14].N1CCCCC1>C1C=CC=CC=1.O>[CH2:5]([S:12][C:2]([CH3:4])([CH3:1])[CH2:16][N+:13]([O-:15])=[O:14])[C:6]1[CH:11]=[CH:10][CH:9]=[CH:8][CH:7]=1. Procedure details: Acetone (25 g), benzyl mercaptan (53 g), nitromethane (26.2 g), and piperidine (8 cm3) were dissolved in benzene (150 cm3) and the mixture heated under reflux with azeotropic removal of water. After 48 h the reaction mixture was allowed to cool and washed first with dilute hydrochloric acid, then with water. The remaining solution was dried (MgSO4) and the solvent then removed under reduced pressure to give the nitro system (76.5 g, 85%). This material was sufficiently pure to be used without fu...